Dataset: the Open Reaction Database (ORD), a public repository of structured organic reaction records. Task: describe an organic reaction: reactants, conditions, products, and yield The reactants are NC1=NN(C=C1)CCCCC#N (5-(3-aminopyrazol-1-yl)valeronitrile), C(CC)N=C=S (n-propylisothiocyanate). Solvent: C(C)#N (acetonitrile). The product is C(CC)NC(NC1=NN(C=C1)CCCCC#N)=S (5-(3-[3-propylthioureido]pyrazol-1-yl)valeronitrile). As a reaction SMILES: [NH2:1][C:2]1[CH:6]=[CH:5][N:4]([CH2:7][CH2:8][CH2:9][CH2:10][C:11]#[N:12])[N:3]=1.[CH2:13]([N:16]=[C:17]=[S:18])[CH2:14][CH3:15]>C(#N)C>[CH2:13]([NH:16][C:17](=[S:18])[NH:1][C:2]1[CH:6]=[CH:5][N:4]([CH2:7][CH2:8][CH2:9][CH2:10][C:11]#[N:12])[N:3]=1)[CH2:14][CH3:15]. Procedure details: A solution of 5-(3-aminopyrazol-1-yl)valeronitrile (1.0 g.) in acetonitrile (10 ml.) was treated with n-propylisothiocyanate (0.74 g.) and the solution heated under reflux on the steam bath for 6 hours. Evaporation of the solvent gave a brown gum which on trituration with ether/EtOH gave 5-(3-[3-propylthioureido]pyrazol-1-yl)valeronitrile as a white solid (1.01 g.). Starting materials: C(C)NCC (diethylamine), Cl.C(C)(C)(C)C1=CC(=NO1)NC(=O)NC1=C(C=C(C=C1)C1=CN=C2N1C=CC(=C2)C2=CC(=NC=C2)CCC=O)F (1-(5-tert-butyl-isoxazol-3-yl)-3-(2-fluoro-4-{7-[2-(3-oxo-propyl)-pyridin-4-yl]-imidazo[1,2-a]pyridin-3-yl}-phenyl)-urea hydrochloride), C(C)(=O)O[BH-](OC(C)=O)OC(C)=O.[Na+] (sodium triacetoxyborohydride), C(C)NCC (diethylamine). Solvent: C(C)(=O)O (acetic acid). Reaction conditions: time 20 minute. Yields the product C(C)(C)(C)C1=CC(=NO1)NC(=O)NC1=C(C=C(C=C1)C1=CN=C2N1C=CC(=C2)C2=CC(=NC=C2)CCCN(CC)CC)F (1-(5-tert-Butyl-isoxazol-3-yl)-3-(4-{7-[2-(3-diethylamino-propyl)-pyridin-4-yl]-imidazo[1,2-a]pyridin-3-yl}-2-fluoro-phenyl)-urea). As a reaction SMILES: Cl.[C:2]([C:6]1[O:10][N:9]=[C:8]([NH:11][C:12]([NH:14][C:15]2[CH:20]=[CH:19][C:18]([C:21]3[N:25]4[CH:26]=[CH:27][C:28]([C:30]5[CH:35]=[CH:34][N:33]=[C:32]([CH2:36][CH2:37][CH:38]=O)[CH:31]=5)=[CH:29][C:24]4=[N:23][CH:22]=3)=[CH:17][C:16]=2[F:40])=[O:13])[CH:7]=1)([CH3:5])([CH3:4])[CH3:3].[CH2:41]([NH:43][CH2:44][CH3:45])[CH3:42].C(O[BH-](OC(=O)C)OC(=O)C)(=O)C.[Na+]>C(O)(=O)C>[C:2]([C:6]1[O:10][N:9]=[C:8]([NH:11][C:12]([NH:14][C:15]2[CH:20]=[CH:19][C:18]([C:21]3[N:25]4[CH:26]=[CH:27][C:28]([C:30]5[CH:35]=[CH:34][N:33]=[C:32]([CH2:36][CH2:37][CH2:38][N:43]([CH2:44][CH3:45])[CH2:41][CH3:42])[CH:31]=5)=[CH:29][C:24]4=[N:23][CH:22]=3)=[CH:17][C:16]=2[F:40])=[O:13])[CH:7]=1)([CH3:4])([CH3:3])[CH3:5] |f:0.1,3.4|. Procedure details: Dissolve 1-(5-tert-butyl-isoxazol-3-yl)-3-(2-fluoro-4-{7-[2-(3-oxo-propyl)-pyridin-4-yl]-imidazo[1,2-a]pyridin-3-yl}-phenyl)-urea hydrochloride (0.5 g, 0.89 mmol) in acetic acid (20 mL) under nitrogen. Add diethylamine (0.46 mL, 5 equiv.) and stir overnight at room temperature. In the morning, add sodium triacetoxyborohydride (0.38 g, 2 equiv.) and stir 20 minutes. At this point add excess diethylamine and stir overnight at room temperature. Concentrate to dryness and purify by silica gel (10% M... The reactants are C(C)N1C=C(C(C2=CC(=C(C(=C12)F)F)F)=O)C(=O)O (1-ethyl-6,7,8-trifluoro-1,4-dihydro-4-oxoquinoline-3-carboxylic acid), ClCC1CNCCO1 (2-chloromethylmorpholine). Solvent: CS(=O)C (dimethyl sulfoxide). Product: ClCC1OCCN(C1)C1=C(C=C2C(C(=CN(C2=C1F)CC)C(=O)O)=O)F (7-(2-chloromethylmorpholino)-1-ethyl-6,8-difluoro-1,4-dihydro-4-oxoquinoline-3-carboxylic acid). As a reaction SMILES: [CH2:1]([N:3]1[C:12]2[C:7](=[CH:8][C:9]([F:15])=[C:10](F)[C:11]=2[F:13])[C:6](=[O:16])[C:5]([C:17]([OH:19])=[O:18])=[CH:4]1)[CH3:2].[Cl:20][CH2:21][CH:22]1[O:27][CH2:26][CH2:25][NH:24][CH2:23]1>CS(C)=O>[Cl:20][CH2:21][CH:22]1[CH2:23][N:24]([C:10]2[C:11]([F:13])=[C:12]3[C:7]([C:6](=[O:16])[C:5]([C:17]([OH:19])=[O:18])=[CH:4][N:3]3[CH2:1][CH3:2])=[CH:8][C:9]=2[F:15])[CH2:25][CH2:26][O:27]1. Procedure: A solution of 0.54 g of 1-ethyl-6,7,8-trifluoro-1,4-dihydro-4-oxoquinoline-3-carboxylic acid and 0.60 g of 2-chloromethylmorpholine in 20 ml of dimethyl sulfoxide is stirred at 120° C. for 8 hours. The reaction mixture is concentrated under reduced pressure and to the residue is added water followed by extracting with chloroform. The organic layer is washed with water, dried over anhydrous magnesium sulfate and then the solvent is distilled off. Further, the obtained crystals are recrystallized ... The reactants are COC=1C=C(C=CC1O)C=1NC=2C(=NC=CC2)N1 (2-(3'-methoxy-4'-hydroxy-phenyl)-imidazo[4,5-b]pyridine), CS(=O)(=O)Cl (methanesulfonic acid chloride). Yields the product COC=1C=C(C=CC1OS(=O)(=O)C)C=1NC=2C(=NC=CC2)N1 (2-(3'-Methoxy-4'-methanesulfonyloxy-phenyl)-imidazo[4,5-b]pyridine). RXN SMILES: [CH3:1][O:2][C:3]1[CH:4]=[C:5]([C:10]2[NH:11][C:12]3[C:13]([N:18]=2)=[N:14][CH:15]=[CH:16][CH:17]=3)[CH:6]=[CH:7][C:8]=1[OH:9].[CH3:19][S:20](Cl)(=[O:22])=[O:21]>>[CH3:1][O:2][C:3]1[CH:4]=[C:5]([C:10]2[NH:11][C:12]3[C:13]([N:18]=2)=[N:14][CH:15]=[CH:16][CH:17]=3)[CH:6]=[CH:7][C:8]=1[O:9][S:20]([CH3:19])(=[O:22])=[O:21]. Reported procedure: Prepared analogously to Example 1 from 2-(3'-methoxy-4'-hydroxy-phenyl)-imidazo[4,5-b]pyridine and methanesulfonic acid chloride. Reactants: C(C)(C)(C)[C@H]1O[C@H](C(O1)=O)C ((2S,5S)-2-tert-butyl-5-methyl-1,3-dioxolan-4-one), BrN1C(CCC1=O)=O (N-bromosuccinimide), C(C1=CC=CC=C1)(=O)OOC(C1=CC=CC=C1)=O (benzoyl peroxide). Solvent: C(Cl)(Cl)(Cl)Cl (carbon tetrachloride). The product is Br[C@]1(C(O[C@@H](O1)C(C)(C)C)=O)C ((2S,5S)-5-bromo-2-tert-butyl-5-methyl-1,3-dioxolan-4-one). Isolated yield 98.0%. Reaction SMILES: [C:1]([C@@H:5]1[O:9][C:8](=[O:10])[C@H:7]([CH3:11])[O:6]1)([CH3:4])([CH3:3])[CH3:2].[Br:12]N1C(=O)CCC1=O.C(OOC(=O)C1C=CC=CC=1)(=O)C1C=CC=CC=1>C(Cl)(Cl)(Cl)Cl>[Br:12][C@:7]1([CH3:11])[O:6][C@@H:5]([C:1]([CH3:4])([CH3:2])[CH3:3])[O:9][C:8]1=[O:10]. Reported procedure: In 500 ml of carbon tetrachloride, 48.0 g of the (2S,5S)-2-tert-butyl-5-methyl-1,3-dioxolan-4-one obtained in Step 1 was dissolved. To the resulting solution, 54.0 g of N-bromosuccinimide and 1.0 ml of benzoyl peroxide were added, and the solution was refluxed for 2 hours. After the reaction solution was left to have cooled, insolubles were separated by filtration and the filtrate was successively washed with an aqueous 10% sodium thiosulfate solution, a saturated aqueous sodium hydrogencarbonat... Starting materials: C(C)(=O)N1CCC(CC1)C(=O)N(C1=CC(=C(C=C1)Cl)Cl)CCCN1CCC(CC1)CC1=CC=C(C(=O)OC)C=C1 (Methyl 4-{[1-(3-{[(1-acetyl-4-piperidinyl)carbonyl]-3,4-dichloroanilino}propyl)-4-piperidinyl]methyl}benzoate), [OH-].[Na+] (sodium hydroxide), ClCCl.CO (dichloromethane methanol), Cl (hydrochloric acid). Solvent: C(C)O (ethanol). Reaction conditions: temperature 80 celsius, time 3 hour. Product: C(C)(=O)N1CCC(CC1)C(=O)N(C1=CC(=C(C=C1)Cl)Cl)CCCN1CCC(CC1)CC1=CC=C(C(=O)O)C=C1 (4-{[1-(3-{[(1-Acetyl-4-piperidinyl)carbonyl]-3,4-dichloroanilino}propyl)-4-piperidinyl]methyl}benzoic acid). Yield: 56.8%. Reaction SMILES: [C:1]([N:4]1[CH2:9][CH2:8][CH:7]([C:10]([N:12]([CH2:21][CH2:22][CH2:23][N:24]2[CH2:29][CH2:28][CH:27]([CH2:30][C:31]3[CH:40]=[CH:39][C:34]([C:35]([O:37]C)=[O:36])=[CH:33][CH:32]=3)[CH2:26][CH2:25]2)[C:13]2[CH:18]=[CH:17][C:16]([Cl:19])=[C:15]([Cl:20])[CH:14]=2)=[O:11])[CH2:6][CH2:5]1)(=[O:3])[CH3:2].[OH-].[Na+].Cl.ClCCl.CO>C(O)C>[C:1]([N:4]1[CH2:5][CH2:6][CH:7]([C:10]([N:12]([CH2:21][CH2:22][CH2:23][N:24]2[CH2:25][CH2:26][CH:27]([CH2:30][C:31]3[CH:40]=[CH:39][C:34]([C:35]([OH:37])=[O:36])=[CH:33][CH:32]=3)[CH2:28][CH2:29]2)[C:13]2[CH:18]=[CH:17][C:16]([Cl:19])=[C:15]([Cl:20])[CH:14]=2)=[O:11])[CH2:8][CH2:9]1)(=[O:3])[CH3:2] |f:1.2,4.5|. Reported procedure: To a solution of the compound obtained in Example 233 (200 mg, 0.37 mmol) in ethanol (2 mL) was added aqueous solution of 1N-sodium hydroxide (0.56 mL, 0.56 mmol), and the mixture was stirred at 80° C. for 3 hours. To the mixture was added, dropwise aqueous solution of 1N-hydrochloric acid (0.56 mL, 0.56 mmol) under ice cooling, and the mixture was concentrated under reduced pressure. The concentrate was subjected to flash column chromatography (silica gel 20 g, dichloromethane/methanol=20/1 to ... Starting materials: BrC1=CC(=CC2=C1N=C(O2)C)N (4-bromo-2-methyl-6-amino-benzooxazole), BrC1=C(C=CC(=C1)N1N=NN=C1C(F)(F)F)OC (2-Bromo-4-(5-(trifluoromethyl)tetrazol-1-yl)anisole). Yields the product BrC1=CC(=CC2=C1N=C(O2)C)N2N=NN=C2C(F)(F)F (4-Bromo-2-methyl-6-(5-trifluoromethyl-tetrazol-1-yl)-benzooxazole). RXN SMILES: [Br:1][C:2]1[C:7]2[N:8]=[C:9]([CH3:11])[O:10][C:6]=2[CH:5]=[C:4]([NH2:12])[CH:3]=1.BrC1C=C(N2[C:24]([C:25]([F:28])([F:27])[F:26])=[N:23][N:22]=[N:21]2)C=CC=1OC>>[Br:1][C:2]1[C:7]2[N:8]=[C:9]([CH3:11])[O:10][C:6]=2[CH:5]=[C:4]([N:12]2[C:24]([C:25]([F:28])([F:27])[F:26])=[N:23][N:22]=[N:21]2)[CH:3]=1. Procedure: Compound was prepared according to the procedure given in Example 6, Step F (b & c) using 4-bromo-2-methyl-6-amino-benzooxazole in place of 2-Bromo-4-(trifluoroacetamido)anisole and 2-Bromo-4-(5-(trifluoromethyl)tetrazol-1-yl)anisole. Starting materials: ClC1=NC(=C2C(N1)=NC=C2F)Cl (2,4-dichloro-5-fluoro-1H-pyrrolo[2,3-d]pyrimidine), CCN(C(C)C)C(C)C (DIPEA), C1(=CC=C(C=C1)S(=O)(=O)Cl)C (p-toluenesulfonylchoride), C([O-])(O)=O.[Na+].C(Cl)Cl (sodium bicarbonate DCM). Solvent: ClCCl (dichloromethane). Run at time 24 hour. The product is ClC=1N=C(C2=C(N1)N(C=C2F)S(=O)(=O)C2=CC=C(C=C2)C)Cl (2,4-dichloro-5-fluoro-7-[(4-methylphenyl)sulfonyl]-7H-pyrrolo[2,3-d]pyrimidine). RXN SMILES: [Cl:1][C:2]1[NH:7][C:6]2=[N:8][CH:9]=[C:10]([F:11])[C:5]2=[C:4]([Cl:12])[N:3]=1.CCN(C(C)C)C(C)C.[C:22]1([CH3:32])[CH:27]=[CH:26][C:25]([S:28](Cl)(=[O:30])=[O:29])=[CH:24][CH:23]=1.C(=O)(O)[O-].[Na+].C(Cl)Cl>ClCCl>[Cl:1][C:2]1[N:3]=[C:4]([Cl:12])[C:5]2[C:10]([F:11])=[CH:9][N:8]([S:28]([C:25]3[CH:26]=[CH:27][C:22]([CH3:32])=[CH:23][CH:24]=3)(=[O:30])=[O:29])[C:6]=2[N:7]=1 |f:3.4.5|. Reported procedure: A solution of 2,4-dichloro-5-fluoro-1H-pyrrolo[2,3-d]pyrimidine (1.65 g, 8.01 mmol, crude material from abovefl) in dichloromethane (100 ml) was treated with DIPEA (2.80 ml, 16.02 mmol) and p-toluenesulfonylchoride (1.756 g, 9.21 mmol) and stirred for 24 hours. The mixture was poured into saturated sodium bicarbonate/DCM and the organic layer was dried over sodium sulfate, filtered, stripped onto celite, and purified by column chromatography (10% EtOAc/Hex). The chromatographic residue (still co... Reactants: CC(=O)Oc1csc(C(=O)Cl)c1, CC(=O)Oc1csc(C(=O)O)c1, CN(C)c1ccncc1, NC(=O)N1C(=O)Cc2cc(Cl)ccc21, O=S(Cl)Cl. Product: CC(=O)Oc1csc(C(=O)C2C(=O)N(C(N)=O)c3ccc(Cl)cc32)c1. RXN SMILES: [C:17]([O:18][c:19]1[cH:20][c:21]([C:22]([Cl:23])=[O:24])[s:25][cH:26]1)(=[O:27])[CH3:28].[C:5]([CH3:6])(=[O:7])[O:8][c:9]1[cH:10][c:11]([C:14](=[O:15])[OH:16])[s:12][cH:13]1.[CH3:43][N:44]([c:45]1[cH:46][cH:47][n:48][cH:49][cH:50]1)[CH3:51].[Cl:29][c:30]1[cH:31][c:32]2[c:36]([cH:37][cH:38]1)[N:35]([C:39](=[O:40])[NH2:41])[C:34](=[O:42])[CH2:33]2.[S:1]([Cl:2])([Cl:3])=[O:4]>>[C:5]([CH3:6])(=[O:7])[O:8][c:9]1[cH:10][c:11]([C:14](=[O:16])[CH:33]2[c:32]3[cH:31][c:30]([Cl:29])[cH:38][cH:37][c:36]3[N:35]([C:39](=[O:40])[NH2:41])[C:34]2=[O:42])[s:12][cH:13]1.